Dataset: the Open Reaction Database (ORD), a public repository of structured organic reaction records. Task: describe an organic reaction: reactants, conditions, products, and yield Reactants: C1CCOC1, CC(C)(C)OC(=O)NC1C=CC(N=[N+]=[N-])CC1, O, c1ccc(P(c2ccccc2)c2ccccc2)cc1. The product is CC(C)(C)OC(=O)NC1C=CC(N)CC1. Reaction SMILES: [CH2:37]1[O:38][CH2:39][CH2:40][CH2:41]1.[N:1](=[N+:2]=[N-:3])[CH:4]1[CH:5]=[CH:6][CH:7]([NH:10][C:11](=[O:12])[O:13][C:14]([CH3:15])([CH3:16])[CH3:17])[CH2:8][CH2:9]1.[OH2:42].[c:18]1([P:19]([c:20]2[cH:21][cH:22][cH:23][cH:24][cH:25]2)[c:26]2[cH:27][cH:28][cH:29][cH:30][cH:31]2)[cH:32][cH:33][cH:34][cH:35][cH:36]1>>[NH2:1][CH:4]1[CH:5]=[CH:6][CH:7]([NH:10][C:11](=[O:12])[O:13][C:14]([CH3:15])([CH3:16])[CH3:17])[CH2:8][CH2:9]1. Reactants: COc1ccc(C2OCC3CC(n4ccc5c(SCc6ccccc6)ncnc54)C(OC(=S)Oc4ccccc4)C3O2)cc1, CCCC[SnH](CCCC)CCCC, Cc1ccccc1, CC(C)(C#N)N=NC(C)(C)C#N. Yields the product COc1ccc(C2OCC3CC(n4ccc5c(SCc6ccccc6)ncnc54)CC3O2)cc1. Reaction SMILES: [C:1](=[S:2])([O:37][c:38]1[cH:39][cH:40][cH:41][cH:42][cH:43]1)[O:44][CH:3]1[CH:4]([n:20]2[cH:21][cH:22][c:23]3[c:24]2[n:25][cH:26][n:27][c:28]3[S:29][CH2:30][c:31]2[cH:32][cH:33][cH:34][cH:35][cH:36]2)[CH2:5][CH:6]2[CH:7]1[O:8][CH:9]([c:12]1[cH:13][cH:14][c:15]([O:18][CH3:19])[cH:16][cH:17]1)[O:10][CH2:11]2.[CH2:57]([SnH:58]([CH2:59][CH2:60][CH2:61][CH3:62])[CH2:63][CH2:64][CH2:65][CH3:66])[CH2:67][CH2:68][CH3:69].[CH3:70][c:71]1[cH:72][cH:73][cH:74][cH:75][cH:76]1.[N:45]([C:46]([CH3:47])([CH3:48])[C:49]#[N:50])=[N:51][C:52]([CH3:53])([CH3:54])[C:55]#[N:56]>>[CH2:3]1[CH:4]([n:20]2[cH:21][cH:22][c:23]3[c:24]2[n:25][cH:26][n:27][c:28]3[S:29][CH2:30][c:31]2[cH:32][cH:33][cH:34][cH:35][cH:36]2)[CH2:5][CH:6]2[CH:7]1[O:8][CH:9]([c:12]1[cH:13][cH:14][c:15]([O:18][CH3:19])[cH:16][cH:17]1)[O:10][CH2:11]2. Starting materials: CC(C)(C)CCN=Cc1cnc(C2CCN(C(=O)OC(C)(C)C)CC2)s1, Cc1ccccc1, O=C(O)CC(S)C(=O)O. The product is CC(C)(C)CCN1C(=O)C(CC(=O)O)SC1c1cnc(C2CCN(C(=O)OC(C)(C)C)CC2)s1. RXN SMILES: [CH3:1][C:2]([CH2:3][CH2:4][N:5]=[CH:6][c:7]1[cH:8][n:9][c:10]([CH:12]2[CH2:13][CH2:14][N:15]([C:18](=[O:19])[O:20][C:21]([CH3:22])([CH3:23])[CH3:24])[CH2:16][CH2:17]2)[s:11]1)([CH3:25])[CH3:26].[CH3:36][c:37]1[cH:38][cH:39][cH:40][cH:41][cH:42]1.[SH:27][CH:28]([C:29](=[O:30])[OH:31])[CH2:32][C:33](=[O:34])[OH:35]>>[CH3:1][C:2]([CH2:3][CH2:4][N:5]1[CH:6]([c:7]2[cH:8][n:9][c:10]([CH:12]3[CH2:13][CH2:14][N:15]([C:18](=[O:19])[O:20][C:21]([CH3:22])([CH3:23])[CH3:24])[CH2:16][CH2:17]3)[s:11]2)[S:27][CH:28]([CH2:32][C:33](=[O:34])[OH:35])[C:29]1=[O:30])([CH3:25])[CH3:26]. Starting materials: S1CCN(CC1)C1=NC(=CC2=C(C=CC=C12)F)Cl (1-thiomorpholino-3-chloro-5-fluoro-isoquinoline), N1CCNCC1 (piperazine), C(C)(C)O (isopropanol). Run in C1(=CC=CC=C1)OC1=CC=CC=C1 (diphenyl ether). Product: S1CCN(CC1)C1=NC(=CC2=C(C=CC=C12)F)N1CCNCC1 (1-Thiomorpholino-3-piperazino-5-fluoro-isoquinoline). Yield: 90.0%. As a reaction SMILES: [S:1]1[CH2:6][CH2:5][N:4]([C:7]2[C:16]3[C:11](=[C:12]([F:17])[CH:13]=[CH:14][CH:15]=3)[CH:10]=[C:9](Cl)[N:8]=2)[CH2:3][CH2:2]1.[NH:19]1[CH2:24][CH2:23][NH:22][CH2:21][CH2:20]1.C(O)(C)C>C1(OC2C=CC=CC=2)C=CC=CC=1>[S:1]1[CH2:6][CH2:5][N:4]([C:7]2[C:16]3[C:11](=[C:12]([F:17])[CH:13]=[CH:14][CH:15]=3)[CH:10]=[C:9]([N:19]3[CH2:24][CH2:23][NH:22][CH2:21][CH2:20]3)[N:8]=2)[CH2:3][CH2:2]1. Procedure: 1-Thiomorpholino-3-piperazino-5-fluoro-isoquinoline was prepared analogous to Example 3 from 1-thiomorpholino-3-chloro-5-fluoro-isoquinoline by heating for 30 hours with piperazine in diphenyl ether at 200°C. M.p. 213°-215°C (from isopropanol); yield: 90% of theory. The reactants are CO, N#N, O=S(Cl)Cl, NC(C(=O)O)C(O)c1ccccc1. Product: COC(=O)C(N)C(O)c1ccccc1. Reaction SMILES: [CH3:20][OH:21].[N:1]#[N:2].[S:16]([Cl:17])([Cl:18])=[O:19].[c:3]1([CH:9]([CH:10]([NH2:11])[C:12](=[O:13])[OH:14])[OH:15])[cH:4][cH:5][cH:6][cH:7][cH:8]1>>[c:3]1([CH:9]([CH:10]([NH2:11])[C:12]([O:13][CH3:20])=[O:14])[OH:15])[cH:4][cH:5][cH:6][cH:7][cH:8]1. Starting materials: ClC=1SC2=C(N1)C(=CC=C2)Cl (2,4-Dichlorobenzothiazole), [OH-].[Na+] (sodium hydroxide), O.CO (water methanol). Solvent: O (water). Product: COC=1SC2=C(N1)C(=CC=C2)Cl (2-methoxy-4-chlorobenzothiazole). Isolated yield 92.4%. As a reaction SMILES: Cl[C:2]1[S:3][C:4]2[CH:10]=[CH:9][CH:8]=[C:7]([Cl:11])[C:5]=2[N:6]=1.[OH-:12].[Na+].O.[CH3:15]O>O>[CH3:15][O:12][C:2]1[S:3][C:4]2[CH:10]=[CH:9][CH:8]=[C:7]([Cl:11])[C:5]=2[N:6]=1 |f:1.2,3.4|. Procedure: 2,4-Dichlorobenzothiazole (10.21 g, 0.05 mole) and 94% sodium hydroxide (8.30 g, 0.075 mole) were added to a 50 (V/V) % water/methanol mixed solvent (150 c.c.), and the mixture was heated under reflux for 30 minutes. After cooling, water (100 c.c.) was added to the reaction solution, followed by ice-cooling. The deposited crystals were filtered and washed with water to obtain 9.22 g of 2-methoxy-4-chlorobenzothiazole. Yield 92.4%, purity 100%, m.p. 55°-57° C. Starting materials: S(=O)(=O)(Cl)Cl (Sulfuryl chloride), C(C(C)C)(=O)CC(=O)OCC (Ethyl isobutyrylacetate), FC(C1=CC=C(C=C1)C(N)=S)(F)F (4-(Trifluoromethyl)benzenethioamide). The solvent is C(Cl)(Cl)Cl (chloroform). Run at time 18 hour. The product is CC(C)C=1N=C(SC1C(=O)OCC)C1=CC=C(C=C1)C(F)(F)F (Ethyl 4-(1-methylethyl)-2-[4-(trifluoromethyl)phenyl]-1,3-thiazole-5-carboxylate). The yield is 41.1%. As a reaction SMILES: [C:1]([CH2:6][C:7]([O:9][CH2:10][CH3:11])=[O:8])(=O)[CH:2]([CH3:4])[CH3:3].S(Cl)(Cl)(=O)=O.[F:17][C:18]([F:29])([F:28])[C:19]1[CH:24]=[CH:23][C:22]([C:25](=[S:27])[NH2:26])=[CH:21][CH:20]=1>C(Cl)(Cl)Cl>[CH3:3][CH:2]([C:1]1[N:26]=[C:25]([C:22]2[CH:21]=[CH:20][C:19]([C:18]([F:28])([F:17])[F:29])=[CH:24][CH:23]=2)[S:27][C:6]=1[C:7]([O:9][CH2:10][CH3:11])=[O:8])[CH3:4]. Procedure: Ethyl isobutyrylacetate (XI-3a) (3.006 g, 19.0 mmol) was dissolved in chloroform (20 mL). Sulfuryl chloride (1.70 mL, 21.2 mmol) was added and the solution was stirred at RT for 18 hours, then was concentrated. The residue was dissolved in ethanol (50 mL). 4-(Trifluoromethyl)benzenethioamide (4.234 g, 20.6 mmol) was added and the solution was heated to reflux for 24 hours. The mixture was cooled to RT and filtered. The solid was washed with cold ethanol and dried to provide the title product (2....